Dataset: the Open Reaction Database (ORD), a public repository of structured organic reaction records. Task: describe an organic reaction: reactants, conditions, products, and yield The reactants are CCOC(C)=O, COC(=O)c1cc2c(s1)c(C1CCCCC1)c1n2CC(=O)Nc2ccccc2-1, CN(C)CCCl, [H-], [Na+], CN(C)C=O. Yields the product COC(=O)c1cc2c(s1)c(C1CCCCC1)c1n2CC(=O)N(CCN(C)C)c2ccccc2-1. Reaction SMILES: [CH3:42][CH2:43][O:44][C:45]([CH3:46])=[O:47].[CH:1]1([c:7]2[c:8]3[c:9]([n:10]4[c:16]2-[c:15]2[c:14]([cH:20][cH:19][cH:18][cH:17]2)[NH:13][C:12](=[O:21])[CH2:11]4)[cH:22][c:23]([C:25](=[O:26])[O:27][CH3:28])[s:24]3)[CH2:2][CH2:3][CH2:4][CH2:5][CH2:6]1.[Cl:31][CH2:32][CH2:33][N:34]([CH3:35])[CH3:36].[H-:29].[Na+:30].[O:37]=[CH:38][N:39]([CH3:40])[CH3:41]>>[CH:1]1([c:7]2[c:8]3[c:9]([n:10]4[c:16]2-[c:15]2[c:14]([cH:20][cH:19][cH:18][cH:17]2)[N:13]([CH2:32][CH2:33][N:34]([CH3:35])[CH3:36])[C:12](=[O:21])[CH2:11]4)[cH:22][c:23]([C:25](=[O:26])[O:27][CH3:28])[s:24]3)[CH2:2][CH2:3][CH2:4][CH2:5][CH2:6]1. The reactants are COC(=O)CCN1N=C(C=CC1=O)C=1C(=NN2C1C=CC=C2)C2=CC=CC=C2 (3-[2-(2-methoxycarbonylethyl)-3-oxo-2,3-dihydropyridazin-6-yl]2-phenylpyrazolo[1,5-a]pyridine), [OH-].[Na+] (sodium hydroxide). The solvent is CO (methanol). Yields the product C(=O)(O)CCN1N=C(C=CC1=O)C=1C(=NN2C1C=CC=C2)C2=CC=CC=C2 (3-[2-(2-carboxyethyl)-3-oxo-2,3-dihydropyridazin-6-yl]-2-phenylpyrazolo[1,5-a]pyridine). Yield: 66.4%. As a reaction SMILES: C[O:2][C:3]([CH2:5][CH2:6][N:7]1[C:12](=[O:13])[CH:11]=[CH:10][C:9]([C:14]2[C:15]([C:23]3[CH:28]=[CH:27][CH:26]=[CH:25][CH:24]=3)=[N:16][N:17]3[CH:22]=[CH:21][CH:20]=[CH:19][C:18]=23)=[N:8]1)=[O:4].[OH-].[Na+]>CO>[C:3]([CH2:5][CH2:6][N:7]1[C:12](=[O:13])[CH:11]=[CH:10][C:9]([C:14]2[C:15]([C:23]3[CH:24]=[CH:25][CH:26]=[CH:27][CH:28]=3)=[N:16][N:17]3[CH:22]=[CH:21][CH:20]=[CH:19][C:18]=23)=[N:8]1)([OH:4])=[O:2] |f:1.2|. Procedure: A mixture of 3-[2-(2-methoxycarbonylethyl)-3-oxo-2,3-dihydropyridazin-6-yl]2-phenylpyrazolo[1,5-a]pyridine (1.94 g) and 24% aqueous sodium hydroxide (2 ml) in methanol (8 ml) was refluxed for 30 minutes and then evaporated in vacuo. The residue was dissolved in water (30 ml) and the aqueous solution was acidified with hydrochloric acid, and extracted with chloroform (25 ml). The extract was dried over magnesium sulfate and evaporated in vacuo. The residue was recrystallized from a mixture of eth... Starting materials: BrC1=CC=C(C=C1)CCN(C(OC(C)(C)C)=O)C[C@@H](C1=CC=CC=C1)O (tert-butyl [2-(4-bromophenyl)ethyl]-[(2R)-2-hydroxy-2-phenylethyl]carbamate), CC1(OB(OC1(C)C)C1=CC(=C(C(=O)OC)C=C1)C=1SC=CC1)C (methyl 4-(4,4,5,5-tetramethyl-1,3,2-dioxaborolan-2-yl)-2-(2-thienyl)benzoate), C([O-])([O-])=O.[Na+].[Na+] (sodium carbonate). The reagents and catalysts are C=1C=CC(=CC1)[P](C=2C=CC=CC2)(C=3C=CC=CC3)[Pd]([P](C=4C=CC=CC4)(C=5C=CC=CC5)C=6C=CC=CC6)([P](C=7C=CC=CC7)(C=8C=CC=CC8)C=9C=CC=CC9)[P](C=1C=CC=CC1)(C=1C=CC=CC1)C=1C=CC=CC1 (tetrakis(triphenylphosphine)palladium). Solvent: COCCOC (1,2-dimethoxyethane), C(C)(=O)OCC (ethyl acetate), O (water). Conditions: temperature 80 celsius, time 4 hour. The product is C(C)(C)(C)OC(=O)N(CCC1=CC=C(C=C1)C1=CC(=C(C=C1)C(=O)OC)C=1SC=CC1)C[C@@H](C1=CC=CC=C1)O (methyl 4′-[2-[(tert-butoxycarbonyl) [(2R)-2-hydroxy-2-phenylethyl]amino]-ethyl]-3-(2-thienyl)-4-biphenylcarboxylate). Isolated yield 51.4%. RXN SMILES: Br[C:2]1[CH:7]=[CH:6][C:5]([CH2:8][CH2:9][N:10]([CH2:18][C@H:19]([OH:26])[C:20]2[CH:25]=[CH:24][CH:23]=[CH:22][CH:21]=2)[C:11](=[O:17])[O:12][C:13]([CH3:16])([CH3:15])[CH3:14])=[CH:4][CH:3]=1.CC1(C)C(C)(C)OB([C:35]2[CH:44]=[CH:43][C:38]([C:39]([O:41][CH3:42])=[O:40])=[C:37]([C:45]3[S:46][CH:47]=[CH:48][CH:49]=3)[CH:36]=2)O1.C(=O)([O-])[O-].[Na+].[Na+]>COCCOC.C(OCC)(=O)C.O.C1C=CC([P]([Pd]([P](C2C=CC=CC=2)(C2C=CC=CC=2)C2C=CC=CC=2)([P](C2C=CC=CC=2)(C2C=CC=CC=2)C2C=CC=CC=2)[P](C2C=CC=CC=2)(C2C=CC=CC=2)C2C=CC=CC=2)(C2C=CC=CC=2)C2C=CC=CC=2)=CC=1>[C:13]([O:12][C:11]([N:10]([CH2:18][C@H:19]([OH:26])[C:20]1[CH:25]=[CH:24][CH:23]=[CH:22][CH:21]=1)[CH2:9][CH2:8][C:5]1[CH:6]=[CH:7][C:2]([C:35]2[CH:44]=[CH:43][C:38]([C:39]([O:41][CH3:42])=[O:40])=[C:37]([C:45]3[S:46][CH:47]=[CH:48][CH:49]=3)[CH:36]=2)=[CH:3][CH:4]=1)=[O:17])([CH3:16])([CH3:15])[CH3:14] |f:2.3.4,^1:73,75,94,113|. Procedure details: To a solution of tert-butyl [2-(4-bromophenyl)ethyl]-[(2R)-2-hydroxy-2-phenylethyl]carbamate (280 mg) in 1,2-dimethoxyethane (4 ml) was added methyl 4-(4,4,5,5-tetramethyl-1,3,2-dioxaborolan-2-yl)-2-(2-thienyl)benzoate (275 mg), tetrakis(triphenylphosphine)palladium (62 mg) and aqueous solution of sodium carbonate (2M, 0.7 ml), and the mixture was stirred at 80° C. for 4 hours under nitrogen. The mixture was diluted with ethyl acetate and water. The organic layer was separated, washed with brine... Solvent: C1CCOC1 (THF), CO (MeOH). As a reaction SMILES: [F:1][C:2]1[CH:7]=[CH:6][C:5]([C:8]2[N:12]([CH2:13][C:14]([F:17])([F:16])[F:15])[N:11]=[C:10]([C:18]([O:20]CC)=[O:19])[CH:9]=2)=[CH:4][CH:3]=1.O.[OH-].[Li+].O.Cl>C1COCC1.CO>[F:1][C:2]1[CH:7]=[CH:6][C:5]([C:8]2[N:12]([CH2:13][C:14]([F:17])([F:15])[F:16])[N:11]=[C:10]([C:18]([OH:20])=[O:19])[CH:9]=2)=[CH:4][CH:3]=1 |f:1.2.3|. Procedure: A mixture of 0.54 g ethyl 5-(4-fluorophenyl)-1-(2,2,2-trifluoroethyl)-1H-pyrazole-3-carboxylate (1.7 mmol) and 0.21 g lithium hydroxide monohydrate (5.09 mmol) in 5 ml THF, 5 ml MeOH, and 2 mL water was stirred at room temperature for 2 h. The reaction was acidified with 1N HCl, was extracted with methanol/dichloromethane, dried over Na2SO4 and evaporated to provide 5-(4-fluorophenyl)-1-(2,2,2-trifluoroethyl)-1H-pyrazole-3-carboxylic acid as a white solid. LCMS (method A) 289.2 (M+H), 287.3 (M−H... The reactants are Cl (HCl), FC1=CC=C(C=C1)C1=CC(=NN1CC(F)(F)F)C(=O)OCC (ethyl 5-(4-fluorophenyl)-1-(2,2,2-trifluoroethyl)-1H-pyrazole-3-carboxylate), O.[OH-].[Li+] (lithium hydroxide monohydrate), O (water). Run at time 2 hour. Yields the product FC1=CC=C(C=C1)C1=CC(=NN1CC(F)(F)F)C(=O)O (5-(4-fluorophenyl)-1-(2,2,2-trifluoroethyl)-1H-pyrazole-3-carboxylic acid). Reactants: O1CCN(CC1)C1=CC=C(N)C=C1 (4-morpholinoaniline), N(C(=O)C)C1=CC2=C(NC(=N2)C2=CC=C(C(=O)[O-])C=C2)C=C1 (4-(5-acetamino-1H-benzimidazol-2-yl)benzoate). Yields the product N(C(=O)C)C1=CC2=C(NC(=N2)C2=CC=C(C(=O)NC3=CC=C(C=C3)N3CCOCC3)C=C2)C=C1 (4-(5-Acetamino-1H-benzimidazol-2-yl)-N-(4-morpholinophenyl)benzamide). RXN SMILES: [O:1]1[CH2:6][CH2:5][N:4]([C:7]2[CH:13]=[CH:12][C:10]([NH2:11])=[CH:9][CH:8]=2)[CH2:3][CH2:2]1.[NH:14]([C:18]1[CH:35]=[CH:34][C:21]2[NH:22][C:23]([C:25]3[CH:33]=[CH:32][C:28]([C:29]([O-])=[O:30])=[CH:27][CH:26]=3)=[N:24][C:20]=2[CH:19]=1)[C:15]([CH3:17])=[O:16]>>[NH:14]([C:18]1[CH:35]=[CH:34][C:21]2[NH:22][C:23]([C:25]3[CH:33]=[CH:32][C:28]([C:29]([NH:11][C:10]4[CH:12]=[CH:13][C:7]([N:4]5[CH2:3][CH2:2][O:1][CH2:6][CH2:5]5)=[CH:8][CH:9]=4)=[O:30])=[CH:27][CH:26]=3)=[N:24][C:20]=2[CH:19]=1)[C:15]([CH3:17])=[O:16]. Procedure: Compound 454 was prepared from 4-morpholinoaniline and 4-(5-acetamino-1H-benzimidazol-2-yl)benzoate by standard conditions. [M+H]+ calcd for C26H25N5O3: 456.20; found: 455.95. Reported procedure: To a solution of 3-[3-(p-chlorophenyl)thioureido]tricyclo[2,2,1,02,6 ]heptane (0.25 g.) in ethanol saturated with ammonia (10 ml.) was added 0.2 g. of yellow mercuric oxide, and the mixture stirred at room temperature for 16 hours. The solids were filtered off and the clear filtrate evaporated to dryness. The residual solid was recrystallised from toluene to give 3-[3-(p-chlorphenyl)guanidino]tricyclo[2,2,1,02,6 ]heptane, m.p. 204°-205°. Starting materials: ClC1=CC=C(C=C1)NC(NC1C2C3C2CC1C3)=S (3-[3-(p-chlorophenyl)thioureido]tricyclo[2,2,1,02,6 ]heptane), N (ammonia), mercuric oxide. Solvent: C(C)O (ethanol). RXN SMILES: [Cl:1][C:2]1[CH:7]=[CH:6][C:5]([NH:8][C:9](=S)[NH:10][CH:11]2[CH:16]3[CH2:17][CH:13]4[CH:14]([CH2:15]3)[CH:12]24)=[CH:4][CH:3]=1.[NH3:19]>C(O)C>[Cl:1][C:2]1[CH:7]=[CH:6][C:5]([NH:8][C:9](=[NH:19])[NH:10][CH:11]2[CH:16]3[CH2:17][CH:13]4[CH:14]([CH2:15]3)[CH:12]24)=[CH:4][CH:3]=1. Yields the product ClC1=CC=C(C=C1)NC(NC1C2C3C2CC1C3)=N (3-[3-(p-chlorphenyl)guanidino]tricyclo[2,2,1,02,6 ]heptane).